Dataset: the Open Reaction Database (ORD), a public repository of structured organic reaction records. Task: describe an organic reaction: reactants, conditions, products, and yield Starting materials: O=C1CCC2(CC1)CC2, CO, C[O-], C[N+](=O)[O-], [Na+]. Product: O=[N+]([O-])CC1(O)CCC2(CC1)CC2. Reaction SMILES: [CH2:4]1[CH2:5][C:6]12[CH2:7][CH2:8][C:9](=[O:12])[CH2:10][CH2:11]2.[CH3:17][OH:18].[CH3:1][O-:2].[N+:13](=[O:14])([O-:15])[CH3:16].[Na+:3]>>[CH2:4]1[CH2:5][C:6]12[CH2:7][CH2:8][C:9]([OH:12])([CH2:16][N+:13](=[O:14])[O-:15])[CH2:10][CH2:11]2. Starting materials: CC#N, Oc1c(Cl)cc(C2=NCCO2)cc1Cl, Cc1cc(CCCCCCl)sn1, [I-], [K+], [K+], [OH-]. The product is Cc1cc(CCCCCOc2c(Cl)cc(C3=NCCO3)cc2Cl)sn1. RXN SMILES: [CH3:31][C:32]#[N:33].[Cl:15][c:16]1[c:17]([OH:28])[c:18]([Cl:27])[cH:19][c:20]([C:22]2=[N:26][CH2:25][CH2:24][O:23]2)[cH:21]1.[Cl:1][CH2:2][CH2:3][CH2:4][CH2:5][CH2:6][c:7]1[cH:8][c:9]([CH3:12])[n:10][s:11]1.[I-:14].[K+:13].[K+:30].[OH-:29]>>[CH2:2]([CH2:3][CH2:4][CH2:5][CH2:6][c:7]1[cH:8][c:9]([CH3:12])[n:10][s:11]1)[O:28][c:17]1[c:16]([Cl:15])[cH:21][c:20]([C:22]2=[N:26][CH2:25][CH2:24][O:23]2)[cH:19][c:18]1[Cl:27].